The task is: describe an organic reaction: reactants, conditions, products, and yield. This data is from the Open Reaction Database (ORD), a public repository of structured organic reaction records. The reactants are S(=O)(=O)(O[O-])[O-].[K+].[K+] (Potassium peroxymonosulfate), COC(C)(C)C (t-butyl methyl ether), FC(C=1C=C(C=C(C1)C(F)(F)F)[C@@H]1[C@@H](N(C(O1)=O)CC1=NC(=NC=C1C1=C(N=C(S1)C1=C(C=C(C(=O)O)C=C1)C)C)SC)C)(F)F (4-{5-[4-({(4S,5R)-5-[3,5-Bis(trifluoromethyl)phenyl]-4-methyl-2-oxo-1,3-oxazolidin-3-yl}methyl)-2-(methylthio)pyrimidin-5-yl]-4-methyl-1,3-thiazol-2-yl}-3-methylbenzoic acid), FC(C=1C=C(C=C(C1)C(F)(F)F)[C@@H]1[C@@H](N(C(O1)=O)CC1=NC(=NC=C1C1=C(N=C(S1)C1=C(C=C(C(=O)O)C=C1)C)C)SC)C)(F)F (4-{5-[4-({(4S,5R)-5-[3,5-Bis(trifluoromethyl)phenyl]-4-methyl-2-oxo-1,3-oxazolidin-3-yl}methyl)-2-(methylthio)pyrimidin-5-yl]-4-methyl-1,3-thiazol-2-yl}-3-methylbenzoic acid). Run in O (water), C1CCOC1 (THF), O (water). Conditions: temperature 60 celsius, time 2 hour. The product is FC(C=1C=C(C=C(C1)C(F)(F)F)[C@@H]1[C@@H](N(C(O1)=O)CC1=NC(=NC=C1C1=C(N=C(S1)C1=C(C=C(C(=O)O)C=C1)C)C)S(=O)(=O)C)C)(F)F (4-{5-[4-({(4S,5R)-5-[3,5-Bis(trifluoromethyl)phenyl]-4-methyl-2-oxo-1,3-oxazolidin-3-yl}methyl)-2-(methylsulfonyl)pyrimidin-5-yl]-4-methyl-1,3-thiazol-2-yl}-3-methylbenzoic acid). RXN SMILES: [F:1][C:2]([F:46])([F:45])[C:3]1[CH:4]=[C:5]([C@H:13]2[O:17][C:16](=[O:18])[N:15]([CH2:19][C:20]3[C:25]([C:26]4[S:30][C:29]([C:31]5[CH:39]=[CH:38][C:34]([C:35]([OH:37])=[O:36])=[CH:33][C:32]=5[CH3:40])=[N:28][C:27]=4[CH3:41])=[CH:24][N:23]=[C:22](SC)[N:21]=3)[C@H:14]2[CH3:44])[CH:6]=[C:7]([C:9]([F:12])([F:11])[F:10])[CH:8]=1.[S:47]([O-:52])(O[O-])(=O)=[O:48].[K+].[K+].[CH3:55]OC(C)(C)C>C1COCC1.O>[F:46][C:2]([F:1])([F:45])[C:3]1[CH:4]=[C:5]([C@H:13]2[O:17][C:16](=[O:18])[N:15]([CH2:19][C:20]3[C:25]([C:26]4[S:30][C:29]([C:31]5[CH:39]=[CH:38][C:34]([C:35]([OH:37])=[O:36])=[CH:33][C:32]=5[CH3:40])=[N:28][C:27]=4[CH3:41])=[CH:24][N:23]=[C:22]([S:47]([CH3:55])(=[O:52])=[O:48])[N:21]=3)[C@H:14]2[CH3:44])[CH:6]=[C:7]([C:9]([F:12])([F:11])[F:10])[CH:8]=1 |f:1.2.3|. Reported procedure: 4-{5-[4-({(4S,5R)-5-[3,5-Bis(trifluoromethyl)phenyl]-4-methyl-2-oxo-1,3-oxazolidin-3-yl}methyl)-2-(methylthio)pyrimidin-5-yl]-4-methyl-1,3-thiazol-2-yl}-3-methylbenzoic acid (INTERMEDIATE 53, 2.2 g, 3.22 mmol), was dissolved in 10 mL of THF and 10 mL of water. Potassium peroxymonosulfate (5.11 g, 8.31 mmol) was added, and it was stirred at 60° C. for 2 hours. Then, it was worked up with water (100 mL) and t-butyl methyl ether (200 mL). The organic layer was concentrated and purified on a silica ...